From a dataset of the Open Reaction Database (ORD), a public repository of structured organic reaction records. describe an organic reaction: reactants, conditions, products, and yield The reactants are COC(=O)c1sccc1NC(=O)OC(C)(C)C, CCO, NN, O. Yields the product CC(C)(C)OC(=O)Nc1ccsc1C(=O)NN. Reaction SMILES: [C:4]([CH3:5])([CH3:6])([CH3:7])[O:8][C:9](=[O:10])[NH:11][c:12]1[c:13]([C:17]([O:19][CH3:18])=[O:20])[s:14][cH:15][cH:16]1.[CH3:21][CH2:22][OH:23].[NH2:2][NH2:3].[OH2:1]>>[NH:2]([NH2:3])[C:17]([c:13]1[c:12]([NH:11][C:9]([O:8][C:4]([CH3:5])([CH3:6])[CH3:7])=[O:10])[cH:16][cH:15][s:14]1)=[O:19]. Run at time 16 hour. As a reaction SMILES: [F:1][CH:2]([F:19])[C@H:3]1[CH2:8][C@@H:7]([C:9]2[O:13][NH:12][C:11](=[O:14])[CH:10]=2)[CH2:6][CH2:5][N:4]1C(OC)=O.Br>>[F:19][CH:2]([F:1])[C@H:3]1[CH2:8][C@@H:7]([C:9]2[O:13][NH:12][C:11](=[O:14])[CH:10]=2)[CH2:6][CH2:5][NH:4]1. Yields the product FC([C@@H]1NCC[C@@H](C1)C1=CC(NO1)=O)F (5-((2R,4S)-2-(Difluoromethyl)piperidin-4-yl)isoxazol-3(2H)-one). Procedure details: (2R,4S)-Methyl 2-(difluoromethyl)-4-(3-oxo-2,3-dihydroisoxazol-5-yl)piperidine-1-carboxylate (278 mg, 1.01 mmol) was dissolved in hydrogen bromide (33% in acetic acid, 7.93 mL, 45.29 mmol) and stirred at room temperature for 16 h. The solvent was removed in vacuo and the compound was purified by preparative HPLC on a XBridge C18 column (10 μm 250×19 ID mm) using a gradient of 0-10% Acetonitrile in H2O/MeCN/NH3 95/5/0.2 buffer over 20 minutes with a flow of 19 mL/min. 5-((2R,4S)-2-(Difluoromethyl... The reactants are FC([C@@H]1N(CC[C@@H](C1)C1=CC(NO1)=O)C(=O)OC)F ((2R,4S)-Methyl 2-(difluoromethyl)-4-(3-oxo-2,3-dihydroisoxazol-5-yl)piperidine-1-carboxylate), Br (hydrogen bromide). The yield is 101.6%. Run in CCOCC (ether), CO (methanol), O (water). Reported procedure: A stirred mixture of 2-thiocyano-pyrrole (8.7 g, 0.07 m; J. Org. Chem., 22 (1957) 1500), 1,2-dibromoethane (155 ml) and methanol (140 ml) was ice-bath cooled in an oxygen-free atmosphere, and sodium methoxide (9.5 g, 0.17 m) added. The resultant highly-colored mixture was allowed to stir cold and then at ambient temperature overnight. The resultant mixture was distributed between ether and water (500 ml), the ether extracts washed, dried and concentrated to a residue which on chromatography on s... Product: BrCCSC=1NC=CC1 (2(2-bromoethylthio)pyrrole). Reactants: resultant mixture, S(C#N)C=1NC=CC1 (2-thiocyano-pyrrole), BrCCBr (1,2-dibromoethane), O=O (oxygen), C[O-].[Na+] (sodium methoxide). RXN SMILES: [S:1]([C:4]1[NH:5][CH:6]=[CH:7][CH:8]=1)[C:2]#N.[Br:9][CH2:10]CBr.O=O.C[O-].[Na+]>O.CCOCC.CO>[Br:9][CH2:10][CH2:2][S:1][C:4]1[NH:5][CH:6]=[CH:7][CH:8]=1 |f:3.4|. Starting materials: CCN=C=NCCCN(C)C, CN(C)c1ccncc1, ClCCl, Cl, O=C(O)CN1CCC(c2ccc(F)cc2)(c2ccc(F)cc2)C1=O, FC(F)(F)c1cccc(CN2CCNCC2)c1. Product: O=C(CN1CCC(c2ccc(F)cc2)(c2ccc(F)cc2)C1=O)N1CCN(Cc2cccc(C(F)(F)F)c2)CC1. RXN SMILES: [CH2:43]([N:44]=[C:45]=[N:46][CH2:47][CH2:48][CH2:49][N:50]([CH3:51])[CH3:52])[CH3:53].[CH3:57][N:58]([CH3:59])[c:60]1[cH:61][cH:62][n:63][cH:64][cH:65]1.[Cl:54][CH2:55][Cl:56].[ClH:42].[F:18][c:19]1[cH:20][cH:21][c:22]([C:25]2([c:35]3[cH:36][cH:37][c:38]([F:41])[cH:39][cH:40]3)[C:26](=[O:34])[N:27]([CH2:30][C:31](=[O:32])[OH:33])[CH2:28][CH2:29]2)[cH:23][cH:24]1.[F:1][C:2]([c:3]1[cH:4][c:5]([CH2:6][N:7]2[CH2:8][CH2:9][NH:10][CH2:11][CH2:12]2)[cH:13][cH:14][cH:15]1)([F:16])[F:17]>>[F:1][C:2]([c:3]1[cH:4][c:5]([CH2:6][N:7]2[CH2:8][CH2:9][N:10]([C:31]([CH2:30][N:27]3[C:26](=[O:34])[C:25]([c:22]4[cH:21][cH:20][c:19]([F:18])[cH:24][cH:23]4)([c:35]4[cH:36][cH:37][c:38]([F:41])[cH:39][cH:40]4)[CH2:29][CH2:28]3)=[O:32])[CH2:11][CH2:12]2)[cH:13][cH:14][cH:15]1)([F:16])[F:17]. Reported procedure: A solution of 2 ml of NH3 in 50 ml of methanol is charged into a round bottom flask fitted with a gas inlet tube and a mechanical stirrer. Fitted to the gas inlet tube was an oxygen buret graduated in ml and containing oxygen gas. To this solution was added with stirring 0.015 g of CuCl2.H2O and 1.1 g of 2-methyl cyclohexanone. Stirring was continued until all solids had dissolved. A steady stream of oxygen was bubbled into the solution for approximately 20 hours, while the solution was stirred ... The product is C(#N)CCCCC(C)=O (1-Cyano-5-Ketohexane). Starting materials: N (NH3), CO (methanol), O=O (oxygen), O=O (oxygen), CuCl2.H2O, CC1C(CCCC1)=O (2-methyl cyclohexanone). Reaction SMILES: [NH3:1].O=O.C[CH:5]1[CH2:10][CH2:9][CH2:8][CH2:7][C:6]1=[O:11].[CH3:12]O>>[C:5]([CH2:10][CH2:9][CH2:8][CH2:7][C:6](=[O:11])[CH3:12])#[N:1]. Starting materials: CS(=O)(=O)C1=CC=C(C=C1)C1=C(C(CC1)=O)C=1C=NC=CC1 (3-(4-(methylsulfonyl)phenyl)-2-(3-pyridinyl)-2-cyclopenten-1-one), CS(=O)(=O)O (methanesulfonic acid), C(Cl)Cl (CH2Cl2). Solvent: CCOCC (Et2O). The product is Cl.CS(=O)(=O)C1=CC=C(C=C1)C1=C(C(CC1)=O)C=1C=NC=CC1 (3-(4-(Methylsulfonyl)phenyl)-2-(3-pyridinyl)-2-cyclopenten-1-one hydrochloride). As a reaction SMILES: [CH3:1][S:2]([C:5]1[CH:10]=[CH:9][C:8]([C:11]2[CH2:15][CH2:14][C:13](=[O:16])[C:12]=2[C:17]2[CH:18]=[N:19][CH:20]=[CH:21][CH:22]=2)=[CH:7][CH:6]=1)(=[O:4])=[O:3].CS(O)(=O)=O.C(Cl)[Cl:29]>CCOCC>[ClH:29].[CH3:1][S:2]([C:5]1[CH:10]=[CH:9][C:8]([C:11]2[CH2:15][CH2:14][C:13](=[O:16])[C:12]=2[C:17]2[CH:18]=[N:19][CH:20]=[CH:21][CH:22]=2)=[CH:7][CH:6]=1)(=[O:4])=[O:3] |f:4.5|. Reported procedure: To a solution of 3-(4-(methylsulfonyl)phenyl)-2-(3-pyridinyl)-2-cyclopenten-1-one (104 mg, 0.33 mmol) in CH2Cl2 (50 mL) was added methanesulfonic acid (0.02 mL, 0.32 mmol) and the solution was concentrated to give a foam. The foam was swished in Et2O to give 108 mg of the title compound as an off-white solid. Starting materials: CC(=O)OI1(C=2C=CC=CC2C(=O)O1)(OC(=O)C)OC(=O)C (Dess-Martin periodinane), O1COC2=C1C=CC(=C2)C2=CC(=NN2C2=C(C=CC(=C2)Cl)Cl)CO ([5-benzo[1,3]dioxol-5-yl-1-(2,5-dichloro-phenyl)-1H-pyrazol-3-yl]-methanol). The solvent is C(Cl)Cl (CH2Cl2), C(Cl)Cl (CH2Cl2). Reaction conditions: time 8 hour. The product is O1COC2=C1C=CC(=C2)C2=CC(=NN2C2=C(C=CC(=C2)Cl)Cl)C=O (5-Benzo[1,3]dioxol-5-yl-1-(2,5-dichloro-phenyl)-1H-pyrazole-3-carbaldehyde). Isolated yield 99.0%. Reaction SMILES: CC(OI1(OC(C)=O)(OC(C)=O)OC(=O)C2C=CC=CC1=2)=O.[O:23]1[C:27]2[CH:28]=[CH:29][C:30]([C:32]3[N:36]([C:37]4[CH:42]=[C:41]([Cl:43])[CH:40]=[CH:39][C:38]=4[Cl:44])[N:35]=[C:34]([CH2:45][OH:46])[CH:33]=3)=[CH:31][C:26]=2[O:25][CH2:24]1>C(Cl)Cl>[O:23]1[C:27]2[CH:28]=[CH:29][C:30]([C:32]3[N:36]([C:37]4[CH:42]=[C:41]([Cl:43])[CH:40]=[CH:39][C:38]=4[Cl:44])[N:35]=[C:34]([CH:45]=[O:46])[CH:33]=3)=[CH:31][C:26]=2[O:25][CH2:24]1. Reported procedure: To a solution of Dess-Martin periodinane (2.3 g, 5.5 mmol, 2.0 equiv) in CH2Cl2 (10 mL) was added a solution of [5-benzo[1,3]dioxol-5-yl-1-(2,5-dichloro-phenyl)-1H-pyrazol-3-yl]-methanol (prepared by the method of Example 1, Steps A-C; 1.0 g, 2.8 mmol) in CH2Cl2 (10 mL). The reaction mixture was stirred overnight at room temperature. Then the reaction was quenched with 1 M NaOH (10 mL), and the resulting mixture was stirred until the layers separated. The aqueous layer was back-extracted with CH... Starting materials: C1=CC=CC=2CN(CC3=C(C21)C=CC=C3)C(OCC)=N (ethyl 5,7-dihydro-6H-dibenz[c,e]azepine-6-carboximidate), FC(C=1C=C(C(=O)Cl)C=C(C1)C(F)(F)F)(F)F (3,5-bis-(trifluoromethyl)benzoyl chloride). Product: FC(C=1C=C(C(=O)N=C(OCC)N2CC3=C(C4=C(C2)C=CC=C4)C=CC=C3)C=C(C1)C(F)(F)F)(F)F (ethyl N-[3,5-bis-(trifluoromethyl)-benzoyl]-5,7-dihydro-6H-dibenz[c,e]azepine-6 -carboximidate). As a reaction SMILES: [CH:1]1[C:11]2[C:10]3[CH:12]=[CH:13][CH:14]=[CH:15][C:9]=3[CH2:8][N:7]([C:16](=[NH:20])[O:17][CH2:18][CH3:19])[CH2:6][C:5]=2[CH:4]=[CH:3][CH:2]=1.[F:21][C:22]([F:37])([F:36])[C:23]1[CH:24]=[C:25]([CH:29]=[C:30]([C:32]([F:35])([F:34])[F:33])[CH:31]=1)[C:26](Cl)=[O:27]>>[F:21][C:22]([F:36])([F:37])[C:23]1[CH:24]=[C:25]([CH:29]=[C:30]([C:32]([F:35])([F:33])[F:34])[CH:31]=1)[C:26]([N:20]=[C:16]([N:7]1[CH2:6][C:5]2[CH:4]=[CH:3][CH:2]=[CH:1][C:11]=2[C:10]2[CH:12]=[CH:13][CH:14]=[CH:15][C:9]=2[CH2:8]1)[O:17][CH2:18][CH3:19])=[O:27]. Procedure: starting from ethyl 5,7-dihydro-6H-dibenz[c,e]azepine-6-carboximidate and 3,5-bis-(trifluoromethyl)benzoyl chloride, there is obtained ethyl N-[3,5-bis-(trifluoromethyl)-benzoyl]-5,7-dihydro-6H-dibenz[c,e]azepine-6 -carboximidate, m.p. 129°-130° C.; Procedure: To 10 g (69.0 mmoles) of 40 percent glyoxal and 200 ml of distilled water is rapidly added 6.1 g (69.0 mmoles) of N,N'-dimethylethylenediamine. The solution is heated rapidly to reflux and heating maintained for 5 minutes. The dark brown solution is allowed to cool to room temperature and is then evaporated at 60° C. under water pump vacuum to a viscous brown oil. The oil is distilled in a short path distillation apparatus to yield 8.2 g (93 percent yield) of 1,4-dimethylpiperazin-2-one in the f... Isolated yield 92.7%. Run in O (water). Reaction SMILES: [CH:1]([CH:3]=O)=[O:2].[CH3:5][NH:6][CH2:7][CH2:8][NH:9][CH3:10]>O>[CH3:5][N:6]1[CH2:7][CH2:8][N:9]([CH3:10])[CH2:3][C:1]1=[O:2]. Product: CN1C(CN(CC1)C)=O (1,4-dimethylpiperazin-2-one). Starting materials: C(=O)C=O (glyoxal), CNCCNC (N,N'-dimethylethylenediamine).